Dataset: the Open Reaction Database (ORD), a public repository of structured organic reaction records. Task: describe an organic reaction: reactants, conditions, products, and yield Starting materials: C(#N)CC1(C(CCC2=CC=C(C=C12)OC)(C)C)O (1-cyanomethyl-1-hydroxy-7-methoxy-2,2-dimethyl-1,2,3,4-tetrahydronaphthalene), C12(C(=O)CC(CC1)C2(C)C)CS(=O)(=O)O (camphor sulfonic acid), C(O)([O-])=O.[Na+] (sodium hydrogencarbonate). Solvent: C1(=CC=CC=C1)C (toluene). Yields the product COC1=CC=C2CCC(C(C2=C1)=CC#N)(C)C ((1,2,3,4-Tetrahydro-7-methoxy-2,2-dimethyl-1-naphthylidene)acetonitrile). RXN SMILES: [C:1]([CH2:3][C:4]1(O)[C:13]2[C:8](=[CH:9][CH:10]=[C:11]([O:14][CH3:15])[CH:12]=2)[CH2:7][CH2:6][C:5]1([CH3:17])[CH3:16])#[N:2].C12(CS(O)(=O)=O)C(C)(C)C(CC1)CC2=O.C(=O)([O-])O.[Na+]>C1(C)C=CC=CC=1>[CH3:15][O:14][C:11]1[CH:12]=[C:13]2[C:8]([CH2:7][CH2:6][C:5]([CH3:17])([CH3:16])[C:4]2=[CH:3][C:1]#[N:2])=[CH:9][CH:10]=1 |f:2.3|. Procedure details: To a solution of 1-cyanomethyl-1-hydroxy-7-methoxy-2,2-dimethyl-1,2,3,4-tetrahydronaphthalene (5.27 g, 21.5-mmol) in toluene (50 ml) was added camphor sulfonic acid (0.5 g, 2.15 mmol). The mixture was heated for one hour under reflux. The reaction mixture was poured into a saturated aqueous solution of sodium hydrogencarbonate, and the organic layer was subjected to extraction with chloroform. The extract solution was washed with brine and water, which was dried over magnesium sulfate, followed ... Reactants: CC(C)Br, O=C([O-])[O-], Cc1cccc(O)c1C, CC(C)=O, [K+], [K+]. Yields the product Cc1cccc(OC(C)C)c1C. As a reaction SMILES: [Br:16][CH:17]([CH3:18])[CH3:19].[C:10](=[O:11])([O-:12])[O-:13].[CH3:1][c:2]1[c:3]([OH:9])[cH:4][cH:5][cH:6][c:7]1[CH3:8].[CH3:20][C:21](=[O:22])[CH3:23].[K+:14].[K+:15]>>[CH3:1][c:2]1[c:3]([O:9][CH:17]([CH3:18])[CH3:19])[cH:4][cH:5][cH:6][c:7]1[CH3:8]. Reactants: O=C([O-])[O-], CCCCOC(=O)NCC1CCN(c2c(NC(=O)c3nc(Br)sc3NC(=O)OC(C)(C)C)cnn2C)CC1, COCCOC, OB(O)C=CC1CCCCC1, [Na+], [Na+], O. As a reaction SMILES: [C:39](=[O:40])([O-:41])[O-:42].[CH2:1]([CH2:2][CH2:3][CH3:4])[O:5][C:6](=[O:7])[NH:8][CH2:9][CH:10]1[CH2:11][CH2:12][N:13]([c:16]2[c:17]([NH:22][C:23](=[O:24])[c:25]3[n:26][c:27]([Br:38])[s:28][c:29]3[NH:30][C:31]([O:32][C:33]([CH3:34])([CH3:35])[CH3:36])=[O:37])[cH:18][n:19][n:20]2[CH3:21])[CH2:14][CH2:15]1.[CH3:56][O:57][CH2:58][CH2:59][O:60][CH3:61].[CH:45]1([CH:51]=[CH:52][B:53]([OH:54])[OH:55])[CH2:46][CH2:47][CH2:48][CH2:49][CH2:50]1.[Na+:43].[Na+:44].[OH2:62]>>[CH2:1]([CH2:2][CH2:3][CH3:4])[O:5][C:6](=[O:7])[NH:8][CH2:9][CH:10]1[CH2:11][CH2:12][N:13]([c:16]2[c:17]([NH:22][C:23](=[O:24])[c:25]3[n:26][c:27]([CH:52]=[CH:51][CH:45]4[CH2:46][CH2:47][CH2:48][CH2:49][CH2:50]4)[s:28][c:29]3[NH:30][C:31]([O:32][C:33]([CH3:34])([CH3:35])[CH3:36])=[O:37])[cH:18][n:19][n:20]2[CH3:21])[CH2:14][CH2:15]1. The product is CCCCOC(=O)NCC1CCN(c2c(NC(=O)c3nc(C=CC4CCCCC4)sc3NC(=O)OC(C)(C)C)cnn2C)CC1.